Dataset: the Open Reaction Database (ORD), a public repository of structured organic reaction records. Task: describe an organic reaction: reactants, conditions, products, and yield Starting materials: BrCC1=CC(=C(C(=O)C2=CNC3=C(N=CC=C32)NC(=O)C3CC3)C(=C1)Cl)Cl (N-{3-[4-(bromomethyl)-2,6-dichlorobenzoyl]-1H-pyrrolo[2,3-c]pyridin-7-yl}cyclopropanecarboxamide), C([O-])([O-])=O.[Cs+].[Cs+] (cesium carbonate), CN (Methyl amine). Run in O (water), C(C)#N (acetonitrile). The product is ClC1=C(C(=O)C2=CNC3=C(N=CC=C32)NC(=O)C3CC3)C(=CC(=C1)CNC)Cl (N-(3-{2,6-dichloro-4-[(methylamino)methyl]benzoyl}-1H-pyrrolo[2,3-c]pyridin-7-yl)cyclopropanecarboxamide). Isolated yield 15.7%. Reaction SMILES: Br[CH2:2][C:3]1[CH:25]=[C:24]([Cl:26])[C:6]([C:7]([C:9]2[C:17]3[C:12](=[C:13]([NH:18][C:19]([CH:21]4[CH2:23][CH2:22]4)=[O:20])[N:14]=[CH:15][CH:16]=3)[NH:11][CH:10]=2)=[O:8])=[C:5]([Cl:27])[CH:4]=1.C(=O)([O-])[O-].[Cs+].[Cs+].[CH3:34][NH2:35]>C(#N)C.O>[Cl:27][C:5]1[CH:4]=[C:3]([CH2:2][NH:35][CH3:34])[CH:25]=[C:24]([Cl:26])[C:6]=1[C:7]([C:9]1[C:17]2[C:12](=[C:13]([NH:18][C:19]([CH:21]3[CH2:22][CH2:23]3)=[O:20])[N:14]=[CH:15][CH:16]=2)[NH:11][CH:10]=1)=[O:8] |f:1.2.3|. Procedure: To a solution of N-{3-[4-(bromomethyl)-2,6-dichlorobenzoyl]-1H-pyrrolo[2,3-c]pyridin-7-yl}cyclopropanecarboxamide (50 mg, 0.11 mmol) in acetonitrile, cesium carbonate (70 mg, 0.21 mmol) was added and stirred at same temperature. Methyl amine (6.8 mg, 0.21 mmol) was added at 0° C. The reaction mixture was then stirred at room temperature for 3 h. On completion, the reaction mixture was diluted with water and extracted with ethyl acetate, organic layer was separated, washed with brine, dried over ... The reactants are CC1(CCCCl)OCCO1, CN(C)C=O, [H-], [Na+], O=Cc1c[nH]c2ccccc12. The product is CC1(CCCn2cc(C=O)c3ccccc32)OCCO1. RXN SMILES: [CH3:14][C:15]1([CH2:20][CH2:21][CH2:22][Cl:23])[O:16][CH2:17][CH2:18][O:19]1.[CH3:24][N:25]([CH3:26])[CH:27]=[O:28].[H-:1].[Na+:2].[nH:3]1[cH:4][c:5]([CH:12]=[O:13])[c:6]2[cH:7][cH:8][cH:9][cH:10][c:11]12>>[n:3]1([CH2:22][CH2:21][CH2:20][C:15]2([CH3:14])[O:16][CH2:17][CH2:18][O:19]2)[cH:4][c:5]([CH:12]=[O:13])[c:6]2[cH:7][cH:8][cH:9][cH:10][c:11]12. Starting materials: CCOC(=O)CC1CCc2cc(OCCCBr)ccc21, O=C([O-])[O-], Cn1ccc2cc(O)ccc21, [Cs+], [Cs+], CN(C)C=O, O. The product is CCOC(=O)CC1CCc2cc(OCCCOc3ccc4c(ccn4C)c3)ccc21. As a reaction SMILES: [Br:12][CH2:13][CH2:14][CH2:15][O:16][c:17]1[cH:18][c:19]2[c:23]([cH:24][cH:25]1)[CH:22]([CH2:26][C:27](=[O:28])[O:29][CH2:30][CH3:31])[CH2:21][CH2:20]2.[C:32](=[O:33])([O-:34])[O-:35].[CH3:1][n:2]1[cH:3][cH:4][c:5]2[cH:6][c:7]([OH:11])[cH:8][cH:9][c:10]12.[Cs+:36].[Cs+:37].[O:39]=[CH:40][N:41]([CH3:42])[CH3:43].[OH2:38]>>[CH3:1][n:2]1[cH:3][cH:4][c:5]2[cH:6][c:7]([O:11][CH2:13][CH2:14][CH2:15][O:16][c:17]3[cH:18][c:19]4[c:23]([cH:24][cH:25]3)[CH:22]([CH2:26][C:27](=[O:28])[O:29][CH2:30][CH3:31])[CH2:21][CH2:20]4)[cH:8][cH:9][c:10]12. The reactants are C1(CC1)COC1=C(C=C(C=C1)C(F)F)C=1C2=C(N=CN1)C(=C(N2)C)C(=O)O (4-[2-(cyclopropylmethoxy)-5-(difluoromethyl)phenyl]-6-methyl-5H-pyrrolo[3,2-d]pyrimidine-7-carboxylic acid), Cl.N(=[N+]=[N-])[C@H]1[C@@H](C[C@@H](CC1)N)C ((1R*,3R*,4R*)-4-azido-3-methylcyclohexanamine hydrochloride). The product is N(=[N+]=[N-])[C@@H]1[C@H](C[C@H](CC1)NC(=O)C1=C(NC2=C1N=CN=C2C2=C(C=CC(=C2)C(F)F)OCC2CC2)C)C (N-[(1S*,3S*,4S*)-4-Azido-3-methylcyclohexyl]-4-[2-(cyclopropylmethoxy)-5-(difluoromethyl)phenyl]-6-methyl-5H-pyrrolo[3,2-d]pyrimidine-7-carboxamide). RXN SMILES: [CH:1]1([CH2:4][O:5][C:6]2[CH:11]=[CH:10][C:9]([CH:12]([F:14])[F:13])=[CH:8][C:7]=2[C:15]2[C:16]3[NH:23][C:22]([CH3:24])=[C:21]([C:25](O)=[O:26])[C:17]=3[N:18]=[CH:19][N:20]=2)[CH2:3][CH2:2]1.Cl.[N:29]([C@@H:32]1[CH2:37][CH2:36][C@@H:35]([NH2:38])[CH2:34][C@H:33]1[CH3:39])=[N+:30]=[N-:31]>>[N:29]([C@H:32]1[CH2:37][CH2:36][C@H:35]([NH:38][C:25]([C:21]2[C:17]3[N:18]=[CH:19][N:20]=[C:15]([C:7]4[CH:8]=[C:9]([CH:12]([F:14])[F:13])[CH:10]=[CH:11][C:6]=4[O:5][CH2:4][CH:1]4[CH2:2][CH2:3]4)[C:16]=3[NH:23][C:22]=2[CH3:24])=[O:26])[CH2:34][C@@H:33]1[CH3:39])=[N+:30]=[N-:31] |f:1.2|. Reported procedure: Starting from 4-[2-(cyclopropylmethoxy)-5-(difluoromethyl)phenyl]-6-methyl-5H-pyrrolo[3,2-d]pyrimidine-7-carboxylic acid (example D.g1) and (1R*,3R*,4R*)-4-azido-3-methylcyclohexanamine hydrochloride (example C12) the title compound is obtained as pale yellow foam.